From a dataset of the Open Reaction Database (ORD), a public repository of structured organic reaction records. describe an organic reaction: reactants, conditions, products, and yield The reactants are C(C1=CC=CC=C1)NC=1C=C2C(=NC1)N(C=C2C=2C=C(C=NC2)N[C@@H](C(C)C)C(=O)NCC(F)(F)F)COCC[Si](C)(C)C (N2-{5-[5-(benzylamino)-1-{[2-(trimethylsilyl)ethoxy]methyl}-1H-pyrrolo[2,3-b]pyridin-3-yl]pyridin-3-yl}-N-(2,2,2-trifluoroethyl)valinamide). The reagents and catalysts are [OH-].[OH-].[Pd+2] (palladium hydroxide on carbon). Run in CO (MeOH). Conditions: time 22 hour. The product is NC=1C=C2C(=NC1)N(C=C2C=2C=C(C=NC2)N[C@@H](C(C)C)C(=O)NCC(F)(F)F)COCC[Si](C)(C)C (N2-{5-[5-(amino)-1-{[2-(trimethylsilyl)ethoxy]methyl}-1H-pyrrolo[2,3-b]pyridin-3-yl]pyridin-3-yl}-N-(2,2,2-trifluoroethyl)valinamide). As a reaction SMILES: C([NH:8][C:9]1[CH:10]=[C:11]2[C:17]([C:18]3[CH:19]=[C:20]([NH:24][C@H:25]([C:29]([NH:31][CH2:32][C:33]([F:36])([F:35])[F:34])=[O:30])[CH:26]([CH3:28])[CH3:27])[CH:21]=[N:22][CH:23]=3)=[CH:16][N:15]([CH2:37][O:38][CH2:39][CH2:40][Si:41]([CH3:44])([CH3:43])[CH3:42])[C:12]2=[N:13][CH:14]=1)C1C=CC=CC=1>CO.[OH-].[OH-].[Pd+2]>[NH2:8][C:9]1[CH:10]=[C:11]2[C:17]([C:18]3[CH:19]=[C:20]([NH:24][C@H:25]([C:29]([NH:31][CH2:32][C:33]([F:36])([F:35])[F:34])=[O:30])[CH:26]([CH3:28])[CH3:27])[CH:21]=[N:22][CH:23]=3)=[CH:16][N:15]([CH2:37][O:38][CH2:39][CH2:40][Si:41]([CH3:44])([CH3:43])[CH3:42])[C:12]2=[N:13][CH:14]=1 |f:2.3.4|. Reported procedure: To a solution of N2-{5-[5-(benzylamino)-1-{[2-(trimethylsilyl)ethoxy]methyl}-1H-pyrrolo[2,3-b]pyridin-3-yl]pyridin-3-yl}-N-(2,2,2-trifluoroethyl)valinamide 5-1a (1.03 g, 1.643 mmol) in MeOH (4 mL) purged with nitrogen (3×) was added palladium hydroxide on carbon (0.540 mg, 0.769 μmol) added and mixture hydrogenated 1 atm for 22 h. The reaction was filtered over Celite and the residue was purified by preparative HPLC reverse phase (C-18), eluting with acetonitrile/water (0.1% TFA), to give produc... The reactants are Cl (hydrochloric acid), C(C)OC(=O)[C@H]1[C@H](CCC1)NCCC1CC1 (cis-2-(2-cyclopropylethylamino)-cyclopentanecarboxylic acid ethyl ester), CS(=O)(=O)NC1=CC2=C(NC(=NS2(=O)=O)CC(=O)O)C=C1 ((7-methanesulfonylamino-1,1-dioxo-1,4-dihydro-1λ6-benzo[1,2,4]thiadiazin-3-yl)-acetic acid), Cl.CN(CCCN=C=NCC)C (1-(3-dimethylaminopropyl)-3-ethylcarbodiimide hydrochloride). Reagents/catalysts: CN(C1=CC=NC=C1)C (4-dimethylaminopyridine). Run in C(C)(=O)OCC (ethyl acetate), CN(C=O)C (N,N-dimethylformamide). Reaction conditions: temperature 25 celsius, time 14 hour. The product is crude product, C(C)OC(=O)[C@H]1[C@H](CCC1)N(C(CC1=NS(C2=C(N1)C=CC(=C2)NS(=O)(=O)C)(=O)=O)=O)CCC2CC2 (cis-2-{(2-cyclopropylethyl)-[2-(7-methanesulfonylamino-1,1-dioxo-1,4-dihydro-1λ6-benzo[1,2,4]thiadiazin-3-yl)acetyl]amino}-cyclopentanecarboxylic acid ethyl ester). Reaction SMILES: [CH2:1]([O:3][C:4]([C@@H:6]1[CH2:10][CH2:9][CH2:8][C@@H:7]1[NH:11][CH2:12][CH2:13][CH:14]1[CH2:16][CH2:15]1)=[O:5])[CH3:2].[CH3:17][S:18]([NH:21][C:22]1[CH:37]=[CH:36][C:25]2[NH:26][C:27]([CH2:32][C:33](O)=[O:34])=[N:28][S:29](=[O:31])(=[O:30])[C:24]=2[CH:23]=1)(=[O:20])=[O:19].Cl.CN(C)CCCN=C=NCC.Cl>CN(C)C=O.CN(C)C1C=CN=CC=1.C(OCC)(=O)C>[CH2:1]([O:3][C:4]([C@@H:6]1[CH2:10][CH2:9][CH2:8][C@@H:7]1[N:11]([CH2:12][CH2:13][CH:14]1[CH2:15][CH2:16]1)[C:33](=[O:34])[CH2:32][C:27]1[NH:26][C:25]2[CH:36]=[CH:37][C:22]([NH:21][S:18]([CH3:17])(=[O:20])=[O:19])=[CH:23][C:24]=2[S:29](=[O:30])(=[O:31])[N:28]=1)=[O:5])[CH3:2] |f:2.3|. Reported procedure: To a solution of cis-2-(2-cyclopropylethylamino)-cyclopentanecarboxylic acid ethyl ester (42.7 mg, 0.189 mmol) in N,N-dimethylformamide (3.0 mL) was added (7-methanesulfonylamino-1,1-dioxo-1,4-dihydro-1λ6-benzo[1,2,4]thiadiazin-3-yl)-acetic acid (prepared as described in Example 1j, 94.8 mg, 0.284 mmol), 1-(3-dimethylaminopropyl)-3-ethylcarbodiimide hydrochloride (73.9 mg, 0.378 mmol), and 4-dimethylaminopyridine (5.8 mg, 0.047 mmol). After stirring at 25° C. for 14 h, the mixture was diluted wi... Yields the product Cn1c(N)c(CN2CCN(c3cccc4c3OCCO4)CC2)c(=O)n1-c1ccccc1. As a reaction SMILES: [CH2:1]=[O:2].[CH3:33][CH2:34][OH:35].[NH2:19][c:20]1[n:21]([CH3:32])[n:22](-[c:26]2[cH:27][cH:28][cH:29][cH:30][cH:31]2)[c:23](=[O:25])[cH:24]1.[O:3]1[CH2:4][CH2:5][O:6][c:7]2[c:8]1[cH:9][cH:10][cH:11][c:12]2[N:13]1[CH2:14][CH2:15][NH:16][CH2:17][CH2:18]1>>[CH2:1]([N:16]1[CH2:15][CH2:14][N:13]([c:12]2[c:7]3[c:8]([cH:9][cH:10][cH:11]2)[O:3][CH2:4][CH2:5][O:6]3)[CH2:18][CH2:17]1)[c:24]1[c:20]([NH2:19])[n:21]([CH3:32])[n:22](-[c:26]2[cH:27][cH:28][cH:29][cH:30][cH:31]2)[c:23]1=[O:25]. Reactants: C=O, CCO, Cn1c(N)cc(=O)n1-c1ccccc1, c1cc2c(c(N3CCNCC3)c1)OCCO2.